describe an organic reaction: reactants, conditions, products, and yield From a dataset of the Open Reaction Database (ORD), a public repository of structured organic reaction records. Starting materials: CC(C)(C)OC(=O)N1CCC(COCc2cc(-c3ccc(C#N)cc3)cc3cnn(C4CC4)c23)(c2ccccc2)CC1, [BH3-]C#N, CC(=O)O, [Na+], O=C(O)C(F)(F)F. Product: CN1CCC(COCc2cc(-c3ccc(C#N)cc3)cc3cnn(C4CC4)c23)(c2ccccc2)CC1. Reaction SMILES: [C:1](#[N:2])[c:3]1[cH:4][cH:5][c:6](-[c:9]2[cH:10][c:11]3[cH:12][n:13][n:14]([CH:40]4[CH2:41][CH2:42]4)[c:15]3[c:16]([CH2:18][O:19][CH2:20][C:21]3([c:34]4[cH:35][cH:36][cH:37][cH:38][cH:39]4)[CH2:22][CH2:23][N:24]([C:27]([O:28][C:29]([CH3:30])([CH3:31])[CH3:32])=[O:33])[CH2:25][CH2:26]3)[cH:17]2)[cH:7][cH:8]1.[C:43]([BH3-:44])#[N:45].[CH3:47][C:48](=[O:49])[OH:50].[Na+:46].[OH:51][C:52]([C:53]([F:54])([F:55])[F:56])=[O:57]>>[C:1](#[N:2])[c:3]1[cH:4][cH:5][c:6](-[c:9]2[cH:10][c:11]3[cH:12][n:13][n:14]([CH:40]4[CH2:41][CH2:42]4)[c:15]3[c:16]([CH2:18][O:19][CH2:20][C:21]3([c:34]4[cH:35][cH:36][cH:37][cH:38][cH:39]4)[CH2:22][CH2:23][N:24]([CH3:27])[CH2:25][CH2:26]3)[cH:17]2)[cH:7][cH:8]1. The reactants are COc1c(CCc2nc(C(C)C)cs2)ccn2c(=O)c(C=CC(=O)OC(C)(C)C)c(N3CCOCC3)nc12, O=C(O)C(F)(F)F. Yields the product COc1c(CCc2nc(C(C)C)cs2)ccn2c(=O)c(C=CC(=O)O)c(N3CCOCC3)nc12. Reaction SMILES: [CH:1]([CH3:2])([CH3:3])[c:4]1[n:5][c:6]([CH2:9][CH2:10][c:11]2[c:12]([O:37][CH3:38])[c:13]3[n:14]([c:15](=[O:34])[c:16]([CH:25]=[CH:26][C:27](=[O:28])[O:29][C:30]([CH3:31])([CH3:32])[CH3:33])[c:17]([N:19]4[CH2:20][CH2:21][O:22][CH2:23][CH2:24]4)[n:18]3)[cH:35][cH:36]2)[s:7][cH:8]1.[OH:39][C:40]([C:41]([F:42])([F:43])[F:44])=[O:45]>>[CH:1]([CH3:2])([CH3:3])[c:4]1[n:5][c:6]([CH2:9][CH2:10][c:11]2[c:12]([O:37][CH3:38])[c:13]3[n:14]([c:15](=[O:34])[c:16]([CH:25]=[CH:26][C:27](=[O:28])[OH:29])[c:17]([N:19]4[CH2:20][CH2:21][O:22][CH2:23][CH2:24]4)[n:18]3)[cH:35][cH:36]2)[s:7][cH:8]1. The reactants are CN1N=CC=2C(=CC=CC12)N (1-Methyl-1H-indazol-4-amine), C(=O)(Cl)Cl (phosgene), ClC1=CC=C(CN)C=C1 (4-chlorobenzylamine). The solvent is C1(=CC=CC=C1)C (toluene). Conditions: time 16 hour. Product: ClC1=CC=C(CNC(=O)NC2=C3C=NN(C3=CC=C2)C)C=C1 (N-(4-chlorobenzyl)-N′-(1-methyl-1H-indazol-4-yl)urea). As a reaction SMILES: [CH3:1][N:2]1[C:10]2[CH:9]=[CH:8][CH:7]=[C:6]([NH2:11])[C:5]=2[CH:4]=[N:3]1.[C:12](Cl)(Cl)=[O:13].[Cl:16][C:17]1[CH:24]=[CH:23][C:20]([CH2:21][NH2:22])=[CH:19][CH:18]=1>C1(C)C=CC=CC=1>[Cl:16][C:17]1[CH:24]=[CH:23][C:20]([CH2:21][NH:22][C:12]([NH:11][C:6]2[CH:7]=[CH:8][CH:9]=[C:10]3[C:5]=2[CH:4]=[N:3][N:2]3[CH3:1])=[O:13])=[CH:19][CH:18]=1. Procedure details: 1-Methyl-1H-indazol-4-amine (1.00 g, 6.8 mmol) in toluene (225 mL) was treated with phosgene (20% in toluene, 7 ml, 13.2 mmol). The mixture was heated at reflux for 3 hours, cooled, and the solvent removed under reduced pressure. The residue was taken in diethyl ether (100 ml) and triethyl amine (6 ml), and filtered. The filtrate was treated with 4-chlorobenzylamine (963 mg, 6.8 mmol). After stirring at ambient temperature for 16 hours, the solvent was reduced to half volume under reduced pressu... Reactants: C(C1=CC=CC=C1)N1C[C@@H](CC1)NC=1N=CC(=NC1)/C=C/C(=O)NO ((2E)-3-(5-{[(3R)-1-benzyl-3-pyrrolidinyl]amino}-2-pyrazinyl)-N-hydroxyacrylamide), O.CC1=CC=C(C=C1)S(=O)(=O)O (4-methylbenzenesulfonic acid hydrate). Solvent: C(C)O (ethanol), C(C)O (ethanol). Reaction conditions: time 1 hour. Product: CC1=CC=C(C=C1)S(=O)(=O)O.C(C1=CC=CC=C1)N1C[C@@H](CC1)NC=1N=CC(=NC1)/C=C/C(=O)NO ((2E)-3-(5-{[(3R)-1-benzyl-3-pyrrolidinyl]amino}-2-pyrazinyl)-N-hydroxyacrylamide 4-methylbenzenesulfonate). Isolated yield 56.0%. Reaction SMILES: [CH2:1]([N:8]1[CH2:12][CH2:11][C@@H:10]([NH:13][C:14]2[N:15]=[CH:16][C:17](/[CH:20]=[CH:21]/[C:22]([NH:24][OH:25])=[O:23])=[N:18][CH:19]=2)[CH2:9]1)[C:2]1[CH:7]=[CH:6][CH:5]=[CH:4][CH:3]=1.O.[CH3:27][C:28]1[CH:33]=[CH:32][C:31]([S:34]([OH:37])(=[O:36])=[O:35])=[CH:30][CH:29]=1>C(O)C>[CH3:27][C:28]1[CH:29]=[CH:30][C:31]([S:34]([OH:37])(=[O:36])=[O:35])=[CH:32][CH:33]=1.[CH2:1]([N:8]1[CH2:12][CH2:11][C@@H:10]([NH:13][C:14]2[N:15]=[CH:16][C:17](/[CH:20]=[CH:21]/[C:22]([NH:24][OH:25])=[O:23])=[N:18][CH:19]=2)[CH2:9]1)[C:2]1[CH:7]=[CH:6][CH:5]=[CH:4][CH:3]=1 |f:1.2,4.5|. Reported procedure: To a stirred solution of (2E)-3-(5-{[(3R)-1-benzyl-3-pyrrolidinyl]amino}-2-pyrazinyl)-N-hydroxyacrylamide (300 mg) in 95% ethanol (3 mL) was added 4-methylbenzenesulfonic acid hydrate (168 mg) at ambient temperature. After stirring at the same temperature for one hour, additional 95% ethanol(1.5 mL) was added to the mixture. The precipitate was collected after two hours to afford (2E)-3-(5-{[(3R)-1-benzyl-3-pyrrolidinyl]amino}-2-pyrazinyl)-N-hydroxyacrylamide 4-methylbenzenesulfonate (253 mg) as... Reactants: Two, C[O-].[Na+] (sodium methoxide), Cl (hydrochloric acid), C[O-].[Na+] (sodium methoxide), CC=1OC=CC1S (2-methyl-3-furan thiol), ClC1=NC=CN=C1CC(C)C (2-chloro-3-isobutyl-pyrazine). Run in CCCCCC (n-hexane), CO (methanol), O (water), CO (methyl alcohol), CO (methanol). Conditions: temperature 65 celsius. Product: C(C(C)C)C=1C(=NC=CN1)SC1=C(OC=C1)C ((3-Isobutyl-2-Pyrazinyl)(2-Methyl-3-Furyl)Sulfide). Reaction SMILES: C[O-].[Na+].[CH3:4][C:5]1[O:6][CH:7]=[CH:8][C:9]=1[SH:10].Cl[C:12]1[C:17]([CH2:18][CH:19]([CH3:21])[CH3:20])=[N:16][CH:15]=[CH:14][N:13]=1.Cl>CO.CCCCCC.O>[CH2:18]([C:17]1[C:12]([S:10][C:9]2[CH:8]=[CH:7][O:6][C:5]=2[CH3:4])=[N:13][CH:14]=[CH:15][N:16]=1)[CH:19]([CH3:21])[CH3:20] |f:0.1|. Procedure: Into a 25 ml round bottom 3 neck flask equipped with magnetic stirrer, Y tube, nitrogen inlet, and reflux condenser with calcium chloride drying tube is placed a solution of 0.15 g (0.0028 moles) of sodium methoxide in 2 ml absolute methyl alcohol. To the sodium methoxide solution, while maintaining the temperature at 22° - 25° C, is added 0.32 g (0.0028 moles) of 2-methyl-3-furan thiol dissolved in 2 ml absolute methanol. The reaction mass is stirred for a period of 10 minutes at 22° - 25° C at... Reactants: CCCn1ncc(C#N)c1N, [Na+], [Na+], O=C([O-])[O-], O, O=S(=O)(O)O. Yields the product CCCn1ncc(C(N)=O)c1N. Reaction SMILES: [NH2:1][c:2]1[c:3]([C:10]#[N:11])[cH:4][n:5][n:6]1[CH2:7][CH2:8][CH3:9].[Na+:17].[Na+:18].[O-:19][C:20](=[O:21])[O-:22].[OH2:23].[S:12]([OH:13])(=[O:14])(=[O:15])[OH:16]>>[NH2:1][c:2]1[c:3]([C:10]([NH2:11])=[O:13])[cH:4][n:5][n:6]1[CH2:7][CH2:8][CH3:9]. Reactants: O=C1CCC(=O)N1Br, Cc1cccc2c1ncn2C(=O)OC(C)(C)C, ClC(Cl)(Cl)Cl, CC(C)(C#N)N=NC(C)(C)C#N. Yields the product CC(C)(C)OC(=O)n1cnc2c(CBr)cccc21. Reaction SMILES: [Br:18][N:19]1[C:20](=[O:21])[CH2:22][CH2:23][C:24]1=[O:25].[C:1]([CH3:2])([CH3:3])([CH3:4])[O:5][C:6](=[O:7])[n:8]1[cH:9][n:10][c:11]2[c:12]1[cH:13][cH:14][cH:15][c:16]2[CH3:17].[Cl:38][C:39]([Cl:40])([Cl:41])[Cl:42].[N:26]([C:27]([CH3:28])([CH3:29])[C:30]#[N:31])=[N:32][C:33]([CH3:34])([CH3:35])[C:36]#[N:37]>>[C:1]([CH3:2])([CH3:3])([CH3:4])[O:5][C:6](=[O:7])[n:8]1[cH:9][n:10][c:11]2[c:12]1[cH:13][cH:14][cH:15][c:16]2[CH2:17][Br:18]. The reactants are [BH4-], CC(=O)OCc1cnc(C)c(OC(C)=O)c1C=O, CCOCC, [Na+]. The product is CC(=O)OCc1cnc(C)c(OC(C)=O)c1CO. As a reaction SMILES: [BH4-:19].[CH3:1][c:2]1[n:3][cH:4][c:5]([CH2:14][O:15][C:16]([CH3:17])=[O:18])[c:6]([CH:12]=[O:13])[c:7]1[O:8][C:9]([CH3:10])=[O:11].[CH3:21][CH2:22][O:23][CH2:24][CH3:25].[Na+:20]>>[CH3:1][c:2]1[n:3][cH:4][c:5]([CH2:14][O:15][C:16]([CH3:17])=[O:18])[c:6]([CH2:12][OH:13])[c:7]1[O:8][C:9]([CH3:10])=[O:11]. Run in C(C)O (ethanol). Starting materials: ClCC(=O)NCC(O)C1=CC(=C(C=C1)OC)OC (2-(2-chloroacetamido)-1-(3,4-dimethoxyphenyl)ethanol), [OH-].[K+] (potassium hydroxide), O (Water). The yield is 51.4%. Reaction SMILES: Cl[CH2:2][C:3]([NH:5][CH2:6][CH:7]([C:9]1[CH:14]=[CH:13][C:12]([O:15][CH3:16])=[C:11]([O:17][CH3:18])[CH:10]=1)[OH:8])=[O:4].[OH-].[K+].O>C(O)C>[CH3:18][O:17][C:11]1[CH:10]=[C:9]([CH:7]2[O:8][CH2:2][C:3](=[O:4])[NH:5][CH2:6]2)[CH:14]=[CH:13][C:12]=1[O:15][CH3:16] |f:1.2|. Procedure details: A mixture of 2-(2-chloroacetamido)-1-(3,4-dimethoxyphenyl)ethanol (3.30 g, 12.06 mM) and potassium hydroxide (2.98 g, 45.21 mM) in ethanol (300 ml) heated to reflux for one night. Water was added into the reaction solution, the solution was extracted with methylene chloride, the extract was dried over anhydrous sodium sulfate, then the solvent was evaporated in vacuo to obtain a crude product as a brown solid. The crude product was purified by flash chromatography (SiO2; eluted by gradient of ra... The product is COC=1C=C(C=CC1OC)C1CNC(CO1)=O (2-(3,4-dimethoxyphenyl)morpholin-5-one).